This data is from the Open Reaction Database (ORD), a public repository of structured organic reaction records. The task is: describe an organic reaction: reactants, conditions, products, and yield The reactants are CCN(C(C)C)C(C)C, Clc1cccnc1Cl, FC(F)Oc1ccc(Nc2ncnc3c2CCNC3)cc1. The product is FC(F)Oc1ccc(Nc2ncnc3c2CCN(c2ncccc2Cl)C3)cc1. RXN SMILES: [CH:30]([N:31]([CH2:32][CH3:33])[CH:34]([CH3:35])[CH3:36])([CH3:37])[CH3:38].[Cl:22][c:23]1[n:24][cH:25][cH:26][cH:27][c:28]1[Cl:29].[F:1][CH:2]([O:3][c:4]1[cH:5][cH:6][c:7]([NH:10][c:11]2[c:12]3[c:13]([n:14][cH:15][n:16]2)[CH2:17][NH:18][CH2:19][CH2:20]3)[cH:8][cH:9]1)[F:21]>>[F:1][CH:2]([O:3][c:4]1[cH:5][cH:6][c:7]([NH:10][c:11]2[c:12]3[c:13]([n:14][cH:15][n:16]2)[CH2:17][N:18]([c:23]2[n:24][cH:25][cH:26][cH:27][c:28]2[Cl:29])[CH2:19][CH2:20]3)[cH:8][cH:9]1)[F:21]. Reactants: C(C)[C@@H]1[C@@H](CNC1)C1=NN=C2N1C1=C(N=C2)N(C=C1)S(=O)(=O)C1=CC=C(C)C=C1.Cl (1-((cis)-4-ethylpyrrolidin-3-yl)-6-tosyl-6H-pyrrolo[2,3-e][1,2,4]triazolo[4,3-a]pyrazine•hydrochloride), CCN(C(C)C)C(C)C (DIEA), C1=CN(C=N1)C(=O)N2C=CN=C2 (CDI), NCC1CCOCC1 (4-aminomethyltetrahydropyran), NCC1CCOCC1 (4-aminomethyltetrahydropyran). Reagents/catalysts: CN(C)C=1C=CN=CC1 (DMAP). Solvent: C1CCOC1 (THF). Conditions: time 1 hour. Yields the product C(C)[C@@H]1CN(C[C@@H]1C1=NN=C2N1C1=C(N=C2)NC=C1)C(=O)NCC1CCOCC1 ((cis)-3-ethyl-4-(6H-pyrrolo[2,3-e][1,2,4]triazolo[4,3-a]pyrazin-1-yl)-N-((tetrahydro-2H-pyran-4-yl)methyl)pyrrolidine-1-carboxamide). The yield is 10.5%. RXN SMILES: [CH2:1]([C@H:3]1[CH2:7][NH:6][CH2:5][C@H:4]1[C:8]1[N:12]2[C:13]3[CH:19]=[CH:18][N:17](S(C4C=CC(C)=CC=4)(=O)=O)[C:14]=3[N:15]=[CH:16][C:11]2=[N:10][N:9]=1)[CH3:2].Cl.CCN(C(C)C)C(C)C.C1N=CN([C:45]([N:47]2C=N[CH:49]=[CH:48]2)=[O:46])C=1.NCC1[CH2:59][CH2:58][O:57][CH2:56][CH2:55]1>C1COCC1.CN(C1C=CN=CC=1)C>[CH2:1]([C@H:3]1[C@@H:4]([C:8]2[N:12]3[C:13]4[CH:19]=[CH:18][NH:17][C:14]=4[N:15]=[CH:16][C:11]3=[N:10][N:9]=2)[CH2:5][N:6]([C:45]([NH:47][CH2:48][CH:49]2[CH2:59][CH2:58][O:57][CH2:56][CH2:55]2)=[O:46])[CH2:7]1)[CH3:2] |f:0.1|. Reported procedure: To a solution of 1-((cis)-4-ethylpyrrolidin-3-yl)-6-tosyl-6H-pyrrolo[2,3-e][1,2,4]triazolo[4,3-a]pyrazine•hydrochloride (0.075 g, 0.168 mmol, Example #36, step F) in THF (1.00 mL) was added DIEA (0.150 mL, 0.861 mmol) and CDI (0.027 g, 0.168 mmol). After about 1 h, 4-aminomethyltetrahydropyran (0.020 g, 0.17 mmol, Acros) was added and the reaction mixture was stirred at ambient temperature for about 16 h. The reaction mixture was heated at about 55° C. for about 24 h. DMAP (0.021 g, 0.168 mmol) ...